This data is from the Open Reaction Database (ORD), a public repository of structured organic reaction records. The task is: describe an organic reaction: reactants, conditions, products, and yield Reported procedure: 360 mg of the 17-cyclopropylmethyl-3,14β-dihydroxy-4,5α-epoxy-6β-(N-methyl-3-nitrocinnamamido)morphinan 78 and 1.07 g of stannous chloride dihydrate were dissolved in 7.5 ml of ethanol followed by heating to 70° C. and stirring for 2 hours. After cooling the reaction mixture to room temperature, 2 N aqueous sodium hydroxide was added while cooling with ice to neutralize followed by extraction with dichloromethane. The organic layers were combined and washed with saturated brine followed by dryin... The product is C1(CC1)CN1[C@H]2[C@@]3(CC[C@H]([C@H]4[C@@]3(C=3C(=C(C=CC3C2)O)O4)CC1)N(C(C=CC1=CC(=CC=C1)N)=O)C)O (17-cyclopropylmethyl-3,14β-dihydroxy-4,5α-epoxy-6β-(N-methyl-3-aminocinnamamido)morphinan). Run in C(C)O (ethanol). Reactants: C1(CC1)CN1[C@H]2[C@@]3(CC[C@H]([C@H]4[C@@]3(C=3C(=C(C=CC3C2)O)O4)CC1)N(C(C=CC1=CC(=CC=C1)[N+](=O)[O-])=O)C)O (17-cyclopropylmethyl-3,14β-dihydroxy-4,5α-epoxy-6β-(N-methyl-3-nitrocinnamamido)morphinan), stannous chloride dihydrate, [OH-].[Na+] (sodium hydroxide). RXN SMILES: [CH:1]1([CH2:4][N:5]2[CH2:23][CH2:22][C@:12]34[C:13]5[C:14]6[O:21][C@H:11]3[C@H:10]([N:24]([CH3:38])[C:25](=[O:37])[CH:26]=[CH:27][C:28]3[CH:33]=[CH:32][CH:31]=[C:30]([N+:34]([O-])=O)[CH:29]=3)[CH2:9][CH2:8][C@@:7]4([OH:39])[C@H:6]2[CH2:19][C:18]=5[CH:17]=[CH:16][C:15]=6[OH:20])[CH2:3][CH2:2]1.[OH-].[Na+]>C(O)C>[CH:1]1([CH2:4][N:5]2[CH2:23][CH2:22][C@:12]34[C:13]5[C:14]6[O:21][C@H:11]3[C@H:10]([N:24]([CH3:38])[C:25](=[O:37])[CH:26]=[CH:27][C:28]3[CH:33]=[CH:32][CH:31]=[C:30]([NH2:34])[CH:29]=3)[CH2:9][CH2:8][C@@:7]4([OH:39])[C@H:6]2[CH2:19][C:18]=5[CH:17]=[CH:16][C:15]=6[OH:20])[CH2:2][CH2:3]1 |f:1.2|. Conditions: temperature 70 celsius, time 2 hour. Starting materials: C(C)(C)OC1=CN=CC(=N1)C=1C=C2C(=CNC2=CC1)C(=O)NN (5-(6-isopropoxypyrazin-2-yl)-1H-indole-3-carbohydrazide), CCN(C(C)C)C(C)C (DIPEA), ClC(Cl)(OC(OC(Cl)(Cl)Cl)=O)Cl (triphosgene). The solvent is C(Cl)Cl (DCM), C(Cl)Cl (DCM). Reaction conditions: time 2 hour. Yields the product C(C)(C)OC1=CN=CC(=N1)C=1C=C2C(=CNC2=CC1)C1=NNC(O1)=O (5-(5-(6-isopropoxypyrazin-2-yl)-1H-indol-3-yl)-1,3,4-oxadiazol-2(3H)-one). Yield: 4.6%. As a reaction SMILES: [CH:1]([O:4][C:5]1[N:10]=[C:9]([C:11]2[CH:12]=[C:13]3[C:17](=[CH:18][CH:19]=2)[NH:16][CH:15]=[C:14]3[C:20]([NH:22][NH2:23])=[O:21])[CH:8]=[N:7][CH:6]=1)([CH3:3])[CH3:2].CCN(C(C)C)C(C)C.Cl[C:34](Cl)([O:36]C(=O)OC(Cl)(Cl)Cl)Cl>C(Cl)Cl>[CH:1]([O:4][C:5]1[N:10]=[C:9]([C:11]2[CH:12]=[C:13]3[C:17](=[CH:18][CH:19]=2)[NH:16][CH:15]=[C:14]3[C:20]2[O:21][C:34](=[O:36])[NH:23][N:22]=2)[CH:8]=[N:7][CH:6]=1)([CH3:3])[CH3:2]. Reported procedure: To a solution of 5-(6-isopropoxypyrazin-2-yl)-1H-indole-3-carbohydrazide (1 g, 3.2 mmol) in DCM (100 mL) and DIPEA (1.19 mL, 19 mmol) was added a solution triphosgene (1.1 g, 3.7 mmol) in DCM (3 mL) dropwise. The reaction was stirred at RT for 2 h, then the solution was concentrated in vacuo. The residue was purified with silica gel chromatography (eluting with 0-10% MeOH in DCM) to give 5-(5-(6-isopropoxypyrazin-2-yl)-1H-indol-3-yl)-1,3,4-oxadiazol-2(3H)-one (50 mg, 5%) as a white solid. MS (ES...